This data is from the Open Reaction Database (ORD), a public repository of structured organic reaction records. The task is: describe an organic reaction: reactants, conditions, products, and yield The reactants are CCO, Cc1ccc(N=C=S)c(-c2ccccc2)c1, N. Yields the product Cc1ccc(NC(N)=S)c(-c2ccccc2)c1. RXN SMILES: [CH3:18][CH2:19][OH:20].[CH3:1][c:2]1[cH:3][cH:4][c:5]([N:14]=[C:15]=[S:16])[c:6](-[c:8]2[cH:9][cH:10][cH:11][cH:12][cH:13]2)[cH:7]1.[NH3:17]>>[CH3:1][c:2]1[cH:3][cH:4][c:5]([NH:14][C:15](=[S:16])[NH2:17])[c:6](-[c:8]2[cH:9][cH:10][cH:11][cH:12][cH:13]2)[cH:7]1. Starting materials: C(C)(=O)OCC (ethyl acetate), [F-].C(CCC)[N+](CCCC)(CCCC)CCCC (tetrabutylammonium fluoride), solution, C1(=CC=CC=C1)COC1=CC=C(C=C1)C1=CC=C2C(=NN(C2=C1)COCC[Si](C)(C)C)NC(CCC)=O (N-[6-[4-(phenylmethoxy)phenyl]-1-[[2-(trimethylsilyl)ethoxy]methyl]-1H-indazol-3-yl]butanamide). The solvent is O1CCCC1 (tetrahydrofuran), O1CCCC1 (tetrahydrofuran). Reaction conditions: temperature 66 celsius. The product is C1(=CC=CC=C1)COC1=CC=C(C=C1)C1=CC=C2C(=NNC2=C1)NC(CCC)=O (N-[6-[4-(phenylmethoxy)phenyl]-1H-indazol-3-yl]butanamide). As a reaction SMILES: [F-].C([N+](CCCC)(CCCC)CCCC)CCC.[C:19]1([CH2:25][O:26][C:27]2[CH:32]=[CH:31][C:30]([C:33]3[CH:41]=[C:40]4[C:36]([C:37]([NH:50][C:51](=[O:55])[CH2:52][CH2:53][CH3:54])=[N:38][N:39]4COCC[Si](C)(C)C)=[CH:35][CH:34]=3)=[CH:29][CH:28]=2)[CH:24]=[CH:23][CH:22]=[CH:21][CH:20]=1.C(OCC)(=O)C>O1CCCC1>[C:19]1([CH2:25][O:26][C:27]2[CH:32]=[CH:31][C:30]([C:33]3[CH:41]=[C:40]4[C:36]([C:37]([NH:50][C:51](=[O:55])[CH2:52][CH2:53][CH3:54])=[N:38][NH:39]4)=[CH:35][CH:34]=3)=[CH:29][CH:28]=2)[CH:20]=[CH:21][CH:22]=[CH:23][CH:24]=1 |f:0.1|. Procedure: 14 cm3 of tetrabutylammonium fluoride as a 1M solution in tetrahydrofuran are added to 1.2 g of N-[6-[4-(phenylmethoxy)phenyl]-1-[[2-(trimethylsilyl)ethoxy]methyl]-1H-indazol-3-yl]butanamide, described previously, in 30 cm3 of tetrahydrofuran. The reaction medium is heated at about 66° C. for 17 hours. The heating is then stopped and 75 cm3 of ethyl acetate are added. This mixture is washed with 50 cm3 of saturated aqueous sodium hydrogen carbonate solution and then with 50 cm3 of saturated aque... Starting materials: CCS, CN(C)C=O, O=[N+]([O-])c1ccc(Cl)cc1, [H-], [Na+], O. Product: CCSc1ccc([N+](=O)[O-])cc1. RXN SMILES: [CH2:1]([CH3:2])[SH:3].[CH3:17][N:18]([CH3:19])[CH:20]=[O:21].[Cl:6][c:7]1[cH:8][cH:9][c:10]([N+:13](=[O:14])[O-:15])[cH:11][cH:12]1.[H-:4].[Na+:5].[OH2:16]>>[CH2:1]([CH3:2])[S:3][c:7]1[cH:8][cH:9][c:10]([N+:13](=[O:14])[O-:15])[cH:11][cH:12]1. Product: CN1N=C(N=N1)[C@@H]1NCC[C@H](C1)C1=CC(NO1)=O (5-(Trans-2-(2-methyl-2H-tetrazol-5-yl)piperidin-4-yl)isoxazol-3(2H)-one). Reactants: CN1N=C(N=N1)[C@@H]1N(CC[C@H](C1)C1=CC(NO1)=O)C(=O)OCC1=CC=CC=C1 (trans-benzyl 2-(2-methyl-2H-tetrazol-5-yl)-4-(3-oxo-2,3-dihydroisoxazol-5-yl)piperidine-1-carboxylate), Br (hydrogen bromide). As a reaction SMILES: [CH3:1][N:2]1[N:6]=[N:5][C:4]([C@H:7]2[CH2:12][C@H:11]([C:13]3[O:17][NH:16][C:15](=[O:18])[CH:14]=3)[CH2:10][CH2:9][N:8]2C(OCC2C=CC=CC=2)=O)=[N:3]1.Br>>[CH3:1][N:2]1[N:6]=[N:5][C:4]([C@H:7]2[CH2:12][C@H:11]([C:13]3[O:17][NH:16][C:15](=[O:18])[CH:14]=3)[CH2:10][CH2:9][NH:8]2)=[N:3]1. Procedure details: Trans-benzyl 2-(2-methyl-2H-tetrazol-5-yl)-4-(3-oxo-2,3-dihydroisoxazol-5-yl)piperidine-1-carboxylate (99 mg, 0.26 mmol) (from example 81, step 3) was dissolved in hydrogen bromide (33% in HOAc, 1.35 mL, 7.73 mmol) and reacted for 1 h. The mixture was evaporated and the residue was partitioned between water and EtOAc. The aqueous phase was purified by preparative HPLC on a Kromasil C8 column (10 μm 250×50 ID mm) using a gradient of 0-15% Acetonitrile in H2O/MeCN/NH3 95/5/0.2 buffer over 20 minut... Reactants: ClC=1C=C(C=CC1Cl)C(C#N)(C)C (2-(3,4-dichlorophenyl)-2-methylpropionitrile), CCOCC (ether), C[Mg]I (methylmagnesium iodide). Conditions: temperature 95 celsius, time 18 hour. Yields the product ClC=1C=C(C=CC1Cl)C(C(C)=O)(C)C (3-(3,4-dichlorophenyl)-3-methylbutan-2-one). Reaction SMILES: [Cl:1][C:2]1[CH:3]=[C:4]([C:9](C)([CH3:12])[C:10]#N)[CH:5]=[CH:6][C:7]=1[Cl:8].C[Mg]I.CC[O:19][CH2:20][CH3:21]>>[Cl:1][C:2]1[CH:3]=[C:4]([C:9]([CH3:12])([CH3:10])[C:20](=[O:19])[CH3:21])[CH:5]=[CH:6][C:7]=1[Cl:8]. Procedure details: A solution of 2-(3,4-dichlorophenyl)-2-methylpropionitrile (12.8 g) in ether (100 ml) was added dropwise at −10° C. under nitrogen over 20 minutes to stirred ethereal methylmagnesium iodide solution (3M; 30 ml), then the mixture was stirred at reflux temperature for 2 hour and at ambient temperature for 18 hours. The resulting solid was collected by filtration, washed well with ether, and added in portions to a mixture of ice-cold water (100 ml) and concentrated hydrochloric acid (50 ml). The re...